Dataset: the Open Reaction Database (ORD), a public repository of structured organic reaction records. Task: describe an organic reaction: reactants, conditions, products, and yield The reactants are NC1=C(C#N)C(=CC=C1)OC (2-amino-6-methoxybenzonitrile), C(C1=CC=CC=C1)(=O)N=C=O (benzoyl isocyanate), orange solid. The product is C(#N)C1=C(C=CC=C1OC)NC(=O)NC(C1=CC=CC=C1)=O (N-(2-cyano-3-methoxyphenylcarbamoyl)benzamide). RXN SMILES: [NH2:1][C:2]1[CH:9]=[CH:8][CH:7]=[C:6]([O:10][CH3:11])[C:3]=1[C:4]#[N:5].[C:12]([N:20]=[C:21]=[O:22])(=[O:19])[C:13]1[CH:18]=[CH:17][CH:16]=[CH:15][CH:14]=1>>[C:4]([C:3]1[C:6]([O:10][CH3:11])=[CH:7][CH:8]=[CH:9][C:2]=1[NH:1][C:21]([NH:20][C:12](=[O:19])[C:13]1[CH:14]=[CH:15][CH:16]=[CH:17][CH:18]=1)=[O:22])#[N:5]. Procedure: Prepared as in Example 53a from 2-amino-6-methoxybenzonitrile and benzoyl isocyanate as light orange solid (118 mg, 41%). 1H NMR (400 MHz, DMSO-d6) δ3.94 (s, 3H), 6.98 (d, J=8 Hz, 1H), 7.54 (t, J=8 hz, 2H), 7.64 (t, J=8.4 Hz, 2H), 7.88 (d, J=8.4 Hz, 1H), 8.04 (d, J=5.6 Hz, 2H), 11.35 (s, 1H), 11.51 (s, 1H). MS 295 (MH+). Reactants: COC=1C=CC2=C(CCN(C(N2)=O)C2CCNCC2)C1 (7-methoxy-3-piperidin-4-yl-1,3,4,5-tetrahydro-1,3-benzodiazepin-2-one), ClC1=CC(=NC=N1)OC=1C=C(C2=C(NC=N2)C1)C (6-(6-chloro-pyrimidin-4-yloxy)-4-methyl-1H-benzimidazole), CCN(C(C)C)C(C)C (DIPEA). The solvent is CN(C)C=O (DMF). Run at time 48 hour. Yields the product COC1=CC2=C(NC(N(CC2)C2CCN(CC2)C2=NC=NC(=C2)OC2=CC3=C(N=CN3)C(=C2)C)=O)C=C1 (7-methoxy-3-{-1-[6-(7-methyl-3H-benzimidazol-5-yloxy)-pyrimidin-4-yl]-piperidin-4-yl}-1,3,4,5-tetrahydro-benzo[d][1,3]diazepin-2-one). Reaction SMILES: [CH3:1][O:2][C:3]1[CH:4]=[CH:5][C:6]2[NH:12][C:11](=[O:13])[N:10]([CH:14]3[CH2:19][CH2:18][NH:17][CH2:16][CH2:15]3)[CH2:9][CH2:8][C:7]=2[CH:20]=1.Cl[C:22]1[N:27]=[CH:26][N:25]=[C:24]([O:28][C:29]2[CH:30]=[C:31]([CH3:38])[C:32]3[N:36]=[CH:35][NH:34][C:33]=3[CH:37]=2)[CH:23]=1.CCN(C(C)C)C(C)C>CN(C=O)C>[CH3:1][O:2][C:3]1[CH:4]=[CH:5][C:6]2[NH:12][C:11](=[O:13])[N:10]([CH:14]3[CH2:19][CH2:18][N:17]([C:22]4[CH:23]=[C:24]([O:28][C:29]5[CH:30]=[C:31]([CH3:38])[C:32]6[N:36]=[CH:35][NH:34][C:33]=6[CH:37]=5)[N:25]=[CH:26][N:27]=4)[CH2:16][CH2:15]3)[CH2:9][CH2:8][C:7]=2[CH:20]=1. Procedure: 47 mg (0.17 mmol) 7-methoxy-3-piperidin-4-yl-1,3,4,5-tetrahydro-1,3-benzodiazepin-2-one, 45 mg (0.17 mmol) 6-(6-chloro-pyrimidin-4-yloxy)-4-methyl-1H-benzimidazole and 0.06 mL (0.34 mmol) DIPEA were combined in 2.0 mL DMF and stirred for 48 h at RT. The reaction mixture was purified by preparative HPLC-MS. The product-containing fractions were combined and the acetonitrile was evaporated down. The residue was made alkaline with 4N aqueous sodium hydroxide solution, the precipitate formed was suc... The reactants are CCCCN1C(=O)C2C(C)NC(c3ccc(C#N)cc3)C2C1=O, O=CO, [Na+], [OH-]. The product is CCCCN1C(=O)C2C(C1=O)C(c1ccc(C#N)cc1)N(C)C2C. Reaction SMILES: [CH2:1]([CH2:2][CH2:3][CH3:4])[N:5]1[C:6](=[O:23])[CH:7]2[CH:8]([C:9]1=[O:10])[CH:11]([CH3:22])[NH:12][CH:13]2[c:14]1[cH:15][cH:16][c:17]([C:18]#[N:19])[cH:20][cH:21]1.[CH:24]([OH:25])=[O:26].[Na+:28].[OH-:27]>>[CH2:1]([CH2:2][CH2:3][CH3:4])[N:5]1[C:6](=[O:23])[CH:7]2[CH:8]([C:9]1=[O:10])[CH:11]([CH3:22])[N:12]([CH3:24])[CH:13]2[c:14]1[cH:15][cH:16][c:17]([C:18]#[N:19])[cH:20][cH:21]1. Starting materials: COC(C(NCOC(C)[Si](C)(C)C)CC1=CNC2=CC=CC=C12)=O (α-trimethylsilylethoxymethyl-DL-tryptophan methyl ester), C(C)(C)N(CC)C(C)C (diisopropylethylamine), C12C(C3CC(CC(C1)C3)C2)OC(=O)Cl (2-adamantylchloroformate). The solvent is C1CCOC1 (THF), O (water). Reaction conditions: time 4 hour. Yields the product COC(C(N(C(=O)OC1C2CC3CC(CC1C3)C2)COC(C)[Si](C)(C)C)CC2=CNC3=CC=CC=C23)=O (N-[(2-Adamantyloxy)carbonyl]-α-trimethylsilylethoxymethyl-DL-tryptophan methyl ester). The yield is 67.8%. As a reaction SMILES: [CH3:1][O:2][C:3](=[O:24])[CH:4]([CH2:14][C:15]1[C:23]2[C:18](=[CH:19][CH:20]=[CH:21][CH:22]=2)[NH:17][CH:16]=1)[NH:5][CH2:6][O:7][CH:8]([Si:10]([CH3:13])([CH3:12])[CH3:11])[CH3:9].C(N(C(C)C)CC)(C)C.[CH:34]12[CH2:43][CH:38]3[CH2:39][CH:40]([CH2:42][CH:36]([CH2:37]3)[CH:35]1[O:44][C:45](Cl)=[O:46])[CH2:41]2>C1COCC1.O>[CH3:1][O:2][C:3](=[O:24])[CH:4]([CH2:14][C:15]1[C:23]2[C:18](=[CH:19][CH:20]=[CH:21][CH:22]=2)[NH:17][CH:16]=1)[N:5]([CH2:6][O:7][CH:8]([Si:10]([CH3:13])([CH3:12])[CH3:11])[CH3:9])[C:45]([O:44][CH:35]1[CH:34]2[CH2:43][CH:38]3[CH2:39][CH:40]([CH2:42][CH:36]1[CH2:37]3)[CH2:41]2)=[O:46]. Procedure details: A mixture of α-trimethylsilylethoxymethyl-DL-tryptophan methyl ester (1.0 g, 2.8 mmol), diisopropylethylamine (0.4 g, 3 mmol) and 2-adamantylchloroformate (0.65 g, 3 mmol) in 20 mL dry THF was stirred at room temperature for 4 hours. The reaction mixture was diluted with distilled water and extracted with ethyl acetate (4×50 mL). The organic extract was washed with brine and dried over Na2SO4. Evaporation of the organic solvent gave the title compound as a colorless foam (1.0 g, 67.8%). Reactants: COc1cc2nccc(Sc3ccc([N+](=O)[O-])s3)c2cc1C(N)=O, CCO, [Cl-], [Fe], [NH4+]. Yields the product COc1cc2nccc(Sc3ccc(N)s3)c2cc1C(N)=O. As a reaction SMILES: [CH3:1][O:2][c:3]1[c:4]([C:22](=[O:23])[NH2:24])[cH:5][c:6]2[c:7]([S:13][c:14]3[s:15][c:16]([N+:19]([O-:20])=[O:21])[cH:17][cH:18]3)[cH:8][cH:9][n:10][c:11]2[cH:12]1.[CH3:28][CH2:29][OH:30].[Cl-:25].[Fe:27].[NH4+:26]>>[CH3:1][O:2][c:3]1[c:4]([C:22](=[O:23])[NH2:24])[cH:5][c:6]2[c:7]([S:13][c:14]3[s:15][c:16]([NH2:19])[cH:17][cH:18]3)[cH:8][cH:9][n:10][c:11]2[cH:12]1.